From a dataset of the Open Reaction Database (ORD), a public repository of structured organic reaction records. describe an organic reaction: reactants, conditions, products, and yield Reactants: CC#N, CCN(C(C)C)C(C)C, O=[N+]([O-])c1ccc(F)c(F)c1, C1CC2(CCN1)OCCO2. Product: O=[N+]([O-])c1ccc(N2CCC3(CC2)OCCO3)c(F)c1. Reaction SMILES: [CH3:31][C:32]#[N:33].[CH:12]([N:13]([CH2:14][CH3:15])[CH:16]([CH3:17])[CH3:18])([CH3:19])[CH3:20].[F:1][c:2]1[cH:3][c:4]([N+:9](=[O:10])[O-:11])[cH:5][cH:6][c:7]1[F:8].[O:21]1[CH2:22][CH2:23][O:24][C:25]12[CH2:26][CH2:27][NH:28][CH2:29][CH2:30]2>>[F:1][c:2]1[cH:3][c:4]([N+:9](=[O:10])[O-:11])[cH:5][cH:6][c:7]1[N:28]1[CH2:27][CH2:26][C:25]2([O:21][CH2:22][CH2:23][O:24]2)[CH2:30][CH2:29]1.